Task: describe an organic reaction: reactants, conditions, products, and yield. Dataset: the Open Reaction Database (ORD), a public repository of structured organic reaction records Reactants: CC1N(C[C@@H]([C@H]1CO[Si](C)(C)C(C)(C)C)C1=CC(=CC=C1)F)C(=O)OC(C)(C)C (2-Methyl-3-(R)-((tert-butyldimethylsilyloxy)methyl)-4-(S)-(3-fluorophenyl)-1-tert-butoxycarbonylpyrrolidine), CO (methanol), C(=O)[C@H]1CN(C[C@@H]1C1=CC=CC=C1)[C@@H](C(=O)OCC1=CC=C(C=C1)OC)C(C)C (α-(R)-(3-(R)-formyl-4-(S)-phenyl-pyrrolidin-1-yl)-isopropylacetic acid, para-methoxybenzyl ester), C(C)(C)N(CC)C(C)C (Diisopropylethylamine), material. The solvent is solution, Cl (HCl), C(Cl)Cl (CH2Cl2), C(Cl)Cl (CH2Cl2). Reaction conditions: temperature 50 celsius, time 1.5 hour. Product: CC1N(C[C@@H]([C@H]1CO)C1=CC(=CC=C1)F)[C@@H](C(=O)OCC1=CC=CC=C1)CC1CC1 (2-(R)-(2-Methyl-3-(R)-hydroxymethyl-4-(S)-(3-fluorophenyl)pyrrolidin-1-yl)-3-(cyclopropyl)propionic acid, benzyl ester). Yield: 73.0%. As a reaction SMILES: [CH3:1][CH:2]1[C@H:6]([CH2:7][O:8][Si](C(C)(C)C)(C)C)[C@@H:5]([C:16]2[CH:21]=[CH:20][CH:19]=[C:18]([F:22])[CH:17]=2)[CH2:4][N:3]1[C:23](OC(C)(C)C)=O.C(N([CH:36]([CH3:38])[CH3:37])CC)(C)C.C([C@@H]1[C@@H](C2C=CC=CC=2)CN([C@H](C(C)C)[C:53]([O:55][CH2:56][C:57]2[CH:62]=[CH:61][C:60](OC)=[CH:59][CH:58]=2)=[O:54])C1)=O.[CH3:68]O>Cl.C(Cl)Cl>[CH3:1][CH:2]1[C@H:6]([CH2:7][OH:8])[C@@H:5]([C:16]2[CH:21]=[CH:20][CH:19]=[C:18]([F:22])[CH:17]=2)[CH2:4][N:3]1[C@H:23]([CH2:68][CH:36]1[CH2:38][CH2:37]1)[C:53]([O:55][CH2:56][C:57]1[CH:62]=[CH:61][CH:60]=[CH:59][CH:58]=1)=[O:54]. Procedure: 2-Methyl-3-(R)-((tert-butyldimethylsilyloxy)methyl)-4-(S)-(3-fluorophenyl)-1-tert-butoxycarbonylpyrrolidine (210 mg, 0.5 mmol, from Step B) was dissolved in 6 mL of a solution of 1% HCl in methanol and heated to 50° C. overnight. The solution was concentrated and converted to the free base by solid phase extraction (column: Varian SCX, loading: methanol, elution: 2M ammonia in methanol). This material (60 mg, 0.29 mmol) was dissolved in 1 mL of CH2Cl2. Diisopropylethylamine (0.061 mL, 0.35 mmol)... Reactants: ClC1=C(C=CC=C1Cl)C=1C(=CNC1)C(=O)O (4-(2,3-dichlorophenyl)pyrrole-3-carboxylic acid), ( b ), N (ammonia). Run in C(C)O (ethanol). Conditions: time 15 hour. Yields the product ClC1=C(C=CC=C1Cl)C=1C(=CNC1)C#N (4-(2,3-dichlorophenyl)-3-cyanopyrrole). RXN SMILES: [Cl:1][C:2]1[C:7]([Cl:8])=[CH:6][CH:5]=[CH:4][C:3]=1[C:9]1[C:10]([C:14](O)=O)=[CH:11][NH:12][CH:13]=1.[NH3:17]>C(O)C>[Cl:1][C:2]1[C:7]([Cl:8])=[CH:6][CH:5]=[CH:4][C:3]=1[C:9]1[C:10]([C:14]#[N:17])=[CH:11][NH:12][CH:13]=1. Procedure: 2.1 g of the free 4-(2,3-dichlorophenyl)pyrrole-3-carboxylic acid obtained in (b) are dissolved in 30 ml of ethanol. The solution is made alkaline with concentrated ammonia and then evaporated to dryness. The residue is dissolved in 50 ml of ethanol. NH3 gas is added (20 atm) to this solution at room temperature in an autoclave and the reaction mixture is kept for 15 hours at 220° C. The reaction mixture, which has cooled to room temperature, is poured into ice/HCl, the precipitate is isolated b... Run at time 16 hour. Product: BrC=1C=C(C(=O)N(C2=C(C=CC=C2)OCCCC2=NN=NN2COCC[Si](C)(C)C)C)C=CC1Cl (3-bromo-4-chloro-N-methyl-N-(2-{3-[1-(2-trimethylsilanyl-ethoxymethyl)-1H-tetrazol-5-yl]-propoxy}-phenyl)-benzamide), BrC=1C=C(C(=O)N(C2=C(C=CC=C2)OCCCC2=NNN(N2)COCC[Si](C)(C)C)C)C=CC1Cl (3-bromo-4-chloro-N-methyl-N-(2-{3-[2-(2-trimethylsilanyl-ethoxymethyl)-1H-tetrazol-5-yl]-propoxy}-phenyl)-benzamide). Reaction SMILES: [Br:1][C:2]1[CH:3]=[C:4]([CH:24]=[CH:25][C:26]=1[Cl:27])[C:5]([N:7]([CH3:23])[C:8]1[CH:13]=[CH:12][CH:11]=[CH:10][C:9]=1[O:14][CH2:15][CH2:16][CH2:17][C:18]1[NH:22][N:21]=[N:20][N:19]=1)=[O:6].[CH3:28][Si:29]([CH3:36])([CH3:35])[CH2:30][CH2:31][O:32][CH2:33]Cl.C([O-])([O-])=O.[K+].[K+]>CN(C=O)C>[Br:1][C:2]1[CH:3]=[C:4]([CH:24]=[CH:25][C:26]=1[Cl:27])[C:5]([N:7]([CH3:23])[C:8]1[CH:13]=[CH:12][CH:11]=[CH:10][C:9]=1[O:14][CH2:15][CH2:16][CH2:17][C:18]1[N:22]([CH2:33][O:32][CH2:31][CH2:30][Si:29]([CH3:36])([CH3:35])[CH3:28])[N:21]=[N:20][N:19]=1)=[O:6].[Br:1][C:2]1[CH:3]=[C:4]([CH:24]=[CH:25][C:26]=1[Cl:27])[C:5]([N:7]([CH3:23])[C:8]1[CH:13]=[CH:12][CH:11]=[CH:10][C:9]=1[O:14][CH2:15][CH2:16][CH2:17][C:18]1[NH:22][N:21]([CH2:33][O:32][CH2:31][CH2:30][Si:29]([CH3:36])([CH3:35])[CH3:28])[NH:20][N:19]=1)=[O:6] |f:2.3.4|. Reported procedure: To 3-bromo-4-chloro-N-methyl-N-{2-[3-(1H-tetrazol-5-yl)-propoxy]-phenyl}-benzamide (1.90 g, 4.2 mmol) in DMF (20 mL) was added 2-(trimethylsilyl)ethoxymethyl chloride (0.89 mL, 5.1 mmol) in one portion, followed by addition of K2CO3 (1.16 g, 8.4 mmol). The mixture was stirred at room temperature for approximately 16 hrs and then was partitioned between ethyl acetate and water. The organic layer was separated, washed with water and brine, and was dried over MgSO4. The filtrate was then concentrat... Starting materials: BrC=1C=C(C(=O)N(C2=C(C=CC=C2)OCCCC2=NN=NN2)C)C=CC1Cl (3-bromo-4-chloro-N-methyl-N-{2-[3-(1H-tetrazol-5-yl)-propoxy]-phenyl}-benzamide), C[Si](CCOCCl)(C)C (2-(trimethylsilyl)ethoxymethyl chloride), C(=O)([O-])[O-].[K+].[K+] (K2CO3). Run in CN(C)C=O (DMF). Reactants: C1(=CC=CC=C1)NC=1C=C(C(=O)OC)C=CC1OC (3-(phenylamino)-4-methoxybenzoic acid, methyl ester), [OH-].[Na+] (sodium hydroxide). Run in CO (methanol). Run at time 2 hour. Product: C1(=CC=CC=C1)NC=1C=C(C(=O)O)C=CC1OC (3-(Phenylamino)-4-methoxybenzoic acid). Yield: 89.9%. RXN SMILES: [C:1]1([NH:7][C:8]2[CH:9]=[C:10]([CH:15]=[CH:16][C:17]=2[O:18][CH3:19])[C:11]([O:13]C)=[O:12])[CH:6]=[CH:5][CH:4]=[CH:3][CH:2]=1.[OH-].[Na+]>CO>[C:1]1([NH:7][C:8]2[CH:9]=[C:10]([CH:15]=[CH:16][C:17]=2[O:18][CH3:19])[C:11]([OH:13])=[O:12])[CH:2]=[CH:3][CH:4]=[CH:5][CH:6]=1 |f:1.2|. Procedure details: A mixture of 3-(phenylamino)-4-methoxybenzoic acid, methyl ester (0.4 g, 1.6 mmol), methanol (10 mL), and 4N sodium hydroxide (15 mL) was stirred and heated to reflux. After 2 hours, the methanol was removed by rotary evaporator and the residual aqueous suspension stirred and acidified with 4N HCl. The precipitate was filtered off, rinsed with water, and dried to afford the product (0.35 g); m.p. 198-200° C. Reactants: CC(C)(C)OC(=O)NC(CO)C(=O)O, ClCCl, [N-]=[N+]=C(c1ccccc1)c1ccccc1. Yields the product CC(C)(C)OC(=O)NC(CO)C(=O)OC(c1ccccc1)c1ccccc1. RXN SMILES: [C:16](=[O:17])([O:18][C:19]([CH3:20])([CH3:21])[CH3:22])[NH:23][CH:24]([CH2:25][OH:26])[C:27](=[O:28])[OH:29].[CH2:30]([Cl:31])[Cl:32].[c:1]1([C:7](=[N+:8]=[N-:9])[c:10]2[cH:11][cH:12][cH:13][cH:14][cH:15]2)[cH:2][cH:3][cH:4][cH:5][cH:6]1>>[c:1]1([CH:7]([c:10]2[cH:11][cH:12][cH:13][cH:14][cH:15]2)[O:29][C:27]([CH:24]([NH:23][C:16](=[O:17])[O:18][C:19]([CH3:20])([CH3:21])[CH3:22])[CH2:25][OH:26])=[O:28])[cH:2][cH:3][cH:4][cH:5][cH:6]1.